This data is from the Open Reaction Database (ORD), a public repository of structured organic reaction records. The task is: describe an organic reaction: reactants, conditions, products, and yield Starting materials: COC(CC1=CC(=CC=C1)C(C1=CC=C(C=C1)OCC1=NC2=CC=CC=C2C=C1)=O)=O (3-[4-(2-Quinolinylmethoxy)benzoyl]benzene acetic acid methylester), [Li+].[OH-] (LiOH), C1(=CC=CC=C1)C.CO (toluene MeOH). The solvent is O1CCCC1 (tetrahydrofuran). The product is N1=C(C=CC2=CC=CC=C12)COC1=CC=C(C(=O)C=2C=C(C=CC2)CC(=O)O)C=C1 (3-[4-(2-Quinolinylmethoxy)benzoyl]benzene acetic acid). Isolated yield 75.5%. Reaction SMILES: C[O:2][C:3](=[O:31])[CH2:4][C:5]1[CH:10]=[CH:9][CH:8]=[C:7]([C:11](=[O:30])[C:12]2[CH:17]=[CH:16][C:15]([O:18][CH2:19][C:20]3[CH:29]=[CH:28][C:27]4[C:22](=[CH:23][CH:24]=[CH:25][CH:26]=4)[N:21]=3)=[CH:14][CH:13]=2)[CH:6]=1.[Li+].[OH-].C1(C)C=CC=CC=1.CO>O1CCCC1>[N:21]1[C:22]2[C:27](=[CH:26][CH:25]=[CH:24][CH:23]=2)[CH:28]=[CH:29][C:20]=1[CH2:19][O:18][C:15]1[CH:16]=[CH:17][C:12]([C:11]([C:7]2[CH:6]=[C:5]([CH2:4][C:3]([OH:31])=[O:2])[CH:10]=[CH:9][CH:8]=2)=[O:30])=[CH:13][CH:14]=1 |f:1.2,3.4|. Reported procedure: To a solution of the ester (5 g, 12.16 mmole) of Step G, in dry tetrahydrofuran (66 mL) is added 1N-LiOH (37 mL, 37 mmole) and the mixture is stirred under nitrogen at room temperature for 2.5 hours (TLC, toluene-MeOH 9:1). The tetrahydrofuran is evaporated and the residue is diluted with water, acidified (to pH 6.5) with 10% acetic acid and extracted with ethyl acetate (3×). The extracts are washed with brine, dried (MgSO4) and evaporated to dryness. The crude product (4.94 g, pale yellow solid... The reactants are resultant solution, ClC=1C(NC(NC1CCl)=O)=O (5-Chloro-6-chloromethyluracil), N=C1NCCC1 (2-iminopyrrolidine), [O-]CC.[Na+] (sodium ethoxide). Run in CN(C=O)C (N,N-dimethylformamide). Yields the product Cl.ClC=1C(NC(NC1CN1C(CCC1)=N)=O)=O (5-Chloro-6-(2-iminopyrrolidin-1-yl)methyl-2,4-(1H,3H)-pyrimidinedione Hydrochloride). The yield is 74.9%. As a reaction SMILES: [Cl:1][C:2]1[C:3](=[O:11])[NH:4][C:5](=[O:10])[NH:6][C:7]=1[CH2:8]Cl.[NH:12]=[C:13]1[CH2:17][CH2:16][CH2:15][NH:14]1.[O-]CC.[Na+]>CN(C)C=O>[ClH:1].[Cl:1][C:2]1[C:3](=[O:11])[NH:4][C:5](=[O:10])[NH:6][C:7]=1[CH2:8][N:14]1[CH2:15][CH2:16][CH2:17][C:13]1=[NH:12] |f:2.3,5.6|. Procedure: 5-Chloro-6-chloromethyluracil (5.0 g), 2-iminopyrrolidine (6.14 g), and sodium ethoxide (5.24 g) were dissolved in N,N-dimethylformamide (50 ml) and the resultant solution was stirred for 14 hours at room temperature. Subsequently, precipitated crystals were collected through filtration, and the crystals were suspended in water (30 ml). The resultant suspension was neutralized with acetic acid and washed. Subsequently, insoluble matter was collected through filtration and was dissolved in 1N HCl... The reactants are CCN1C(=O)C(=Nc2ccc(N(CC)CCO)cc2)C(C)=C(C#N)C1=O, Cl, O. The product is CCN1C(=O)C(=O)C(C)=C(C#N)C1=O. As a reaction SMILES: [C:1](#[N:2])[C:3]1=[C:8]([CH3:9])[C:7](=[N:10][c:11]2[cH:12][cH:13][c:14]([N:15]([CH2:16][CH3:17])[CH2:18][CH2:19][OH:20])[cH:21][cH:22]2)[C:6](=[O:23])[N:5]([CH2:24][CH3:25])[C:4]1=[O:26].[ClH:27].[OH2:28]>>[C:1](#[N:2])[C:3]1=[C:8]([CH3:9])[C:7](=[O:28])[C:6](=[O:23])[N:5]([CH2:24][CH3:25])[C:4]1=[O:26]. Starting materials: BrCc1ccccc1, OCCc1ccc(Br)cc1, COCCOC, [Cl-], [H-], [NH4+], [Na+]. The product is Brc1ccc(CCOCc2ccccc2)cc1. RXN SMILES: [Br:13][CH2:14][c:15]1[cH:16][cH:17][cH:18][cH:19][cH:20]1.[Br:3][c:4]1[cH:5][cH:6][c:7]([CH2:10][CH2:11][OH:12])[cH:8][cH:9]1.[CH3:23][O:24][CH2:25][CH2:26][O:27][CH3:28].[Cl-:21].[H-:1].[NH4+:22].[Na+:2]>>[Br:3][c:4]1[cH:5][cH:6][c:7]([CH2:10][CH2:11][O:12][CH2:14][c:15]2[cH:16][cH:17][cH:18][cH:19][cH:20]2)[cH:8][cH:9]1. The reactants are 2(a), BrC1=NC=CC=C1 (2-bromopyridine), [I-].C(C)OC(=O)C1=CC=C(C=C1)[Zn+] (4-(ethoxycarbonyl)phenylzinc iodide), IC1=CC=CC=C1 (iodobenzene). The product is CC=1C=CC(=NC1)C1=CC=CC=C1 (5-methyl-2-(phenyl)pyridine). RXN SMILES: [I-].C(O[C:5]([C:7]1[CH:12]=[CH:11][C:10]([Zn+])=[CH:9][CH:8]=1)=O)C.I[C:15]1[CH:20]=[CH:19][CH:18]=CC=1.Br[C:22]1C=CC=C[N:23]=1>>[CH3:18][C:19]1[CH:20]=[CH:15][C:5]([C:7]2[CH:8]=[CH:9][CH:10]=[CH:11][CH:12]=2)=[N:23][CH:22]=1 |f:0.1|. Procedure: Following the procedure of Preparation 2(a), except substituting 5-methyl-2-pyridinylzinc bromide for 4-(ethoxycarbonyl)phenylzinc iodide and iodobenzene for 2-bromopyridine. afforded the title compound. Product: COc1ccc(N2CC(c3cccc(C(F)(F)F)c3)N(c3ccc(Oc4ccc(Cl)cc4)cc3)C2=O)cc1. Reactants: O=C1NCC(c2cccc(C(F)(F)F)c2)N1c1ccc(Oc2ccc(Cl)cc2)cc1, [Cu]I, COc1ccc(I)cc1, [K+], [K+], [K+], O=P([O-])([O-])[O-]. As a reaction SMILES: [Cl:1][c:2]1[cH:3][cH:4][c:5]([O:6][c:7]2[cH:8][cH:9][c:10]([N:13]3[C:14](=[O:28])[NH:15][CH2:16][CH:17]3[c:18]3[cH:19][c:20]([C:24]([F:25])([F:26])[F:27])[cH:21][cH:22][cH:23]3)[cH:11][cH:12]2)[cH:29][cH:30]1.[Cu:48][I:49].[I:31][c:32]1[cH:33][cH:34][c:35]([O:38][CH3:39])[cH:36][cH:37]1.[K+:45].[K+:46].[K+:47].[P:40]([O-:41])([O-:42])([O-:43])=[O:44]>>[Cl:1][c:2]1[cH:3][cH:4][c:5]([O:6][c:7]2[cH:8][cH:9][c:10]([N:13]3[C:14](=[O:28])[N:15]([c:32]4[cH:33][cH:34][c:35]([O:38][CH3:39])[cH:36][cH:37]4)[CH2:16][CH:17]3[c:18]3[cH:19][c:20]([C:24]([F:25])([F:26])[F:27])[cH:21][cH:22][cH:23]3)[cH:11][cH:12]2)[cH:29][cH:30]1. The reactants are CO, CN(C)c1ccncc1, CCOC(C)=O, ClCCl, O=C(O)c1ccc(F)c(C2=CCC3(CC2)OCCO3)n1. Yields the product COC(=O)c1ccc(F)c(C2=CCC3(CC2)OCCO3)n1. Reaction SMILES: [CH3:21][OH:22].[CH3:26][N:27]([c:28]1[cH:29][cH:30][n:31][cH:32][cH:33]1)[CH3:34].[CH3:35][CH2:36][O:37][C:38](=[O:39])[CH3:40].[Cl:23][CH2:24][Cl:25].[F:1][c:2]1[cH:3][cH:4][c:5]([C:18](=[O:19])[OH:20])[n:6][c:7]1[C:8]1=[CH:9][CH2:10][C:11]2([O:12][CH2:13][CH2:14][O:15]2)[CH2:16][CH2:17]1>>[F:1][c:2]1[cH:3][cH:4][c:5]([C:18](=[O:19])[O:20][CH3:21])[n:6][c:7]1[C:8]1=[CH:9][CH2:10][C:11]2([O:12][CH2:13][CH2:14][O:15]2)[CH2:16][CH2:17]1. Starting materials: CCCC[N+](CCCC)(CCCC)CCCC, Cc1oc2c(NC(=O)c3c(Cl)ccc(O[Si](C(C)C)(C(C)C)C(C)C)c3Cl)cccc2c1C, [F-], C1CCOC1. Yields the product Cc1oc2c(NC(=O)c3c(Cl)ccc(O)c3Cl)cccc2c1C. As a reaction SMILES: [CH3:2][CH2:3][CH2:4][CH2:5][N+:6]([CH2:7][CH2:8][CH2:9][CH3:10])([CH2:11][CH2:12][CH2:13][CH3:14])[CH2:15][CH2:16][CH2:17][CH3:18].[Cl:19][c:20]1[c:21]([C:22](=[O:23])[NH:24][c:25]2[cH:26][cH:27][cH:28][c:29]3[c:30]2[o:31][c:32]([CH3:35])[c:33]3[CH3:34])[c:36]([Cl:51])[cH:37][cH:38][c:39]1[O:40][Si:41]([CH:42]([CH3:43])[CH3:44])([CH:45]([CH3:46])[CH3:47])[CH:48]([CH3:49])[CH3:50].[F-:1].[O:52]1[CH2:53][CH2:54][CH2:55][CH2:56]1>>[Cl:19][c:20]1[c:21]([C:22](=[O:23])[NH:24][c:25]2[cH:26][cH:27][cH:28][c:29]3[c:30]2[o:31][c:32]([CH3:35])[c:33]3[CH3:34])[c:36]([Cl:51])[cH:37][cH:38][c:39]1[OH:40]. Starting materials: O=S(=O)(O)Cl, O=[N+]([O-])c1ccccc1-c1ccccc1, O. Yields the product O=[N+]([O-])c1ccccc1-c1ccccc1S(=O)(=O)O. Reaction SMILES: [Cl:16][S:17](=[O:18])(=[O:19])[OH:20].[N+:1](=[O:2])([O-:3])[c:4]1[c:5](-[c:10]2[cH:11][cH:12][cH:13][cH:14][cH:15]2)[cH:6][cH:7][cH:8][cH:9]1.[OH2:21]>>[N+:1](=[O:2])([O-:3])[c:4]1[c:5](-[c:10]2[c:11]([S:17](=[O:18])(=[O:19])[OH:20])[cH:12][cH:13][cH:14][cH:15]2)[cH:6][cH:7][cH:8][cH:9]1.